Dataset: the Open Reaction Database (ORD), a public repository of structured organic reaction records. Task: describe an organic reaction: reactants, conditions, products, and yield As a reaction SMILES: [Br:1][C:2]1[CH:7]=[CH:6][C:5]([C:8]2[O:12][N:11]=[C:10]([CH3:13])[C:9]=2/[CH:14]=[N:15]/[S:16]([CH3:19])(=[O:18])=[O:17])=[CH:4][CH:3]=1.[C:20]1([CH2:26][CH2:27][CH2:28][Mg]Br)[CH:25]=[CH:24][CH:23]=[CH:22][CH:21]=1>>[Br:1][C:2]1[CH:7]=[CH:6][C:5]([C:8]2[O:12][N:11]=[C:10]([CH3:13])[C:9]=2[CH:14]([NH:15][S:16]([CH3:19])(=[O:18])=[O:17])[CH2:28][CH2:27][CH2:26][C:20]2[CH:25]=[CH:24][CH:23]=[CH:22][CH:21]=2)=[CH:4][CH:3]=1. Starting materials: BrC1=CC=C(C=C1)C1=C(C(=NO1)C)\C=N\S(=O)(=O)C (N-[1-[5-(4-bromo-phenyl)-3-methyl-isoxazol-4-yl]-meth-(E)-ylidene]-methanesulfonamide), C1(=CC=CC=C1)CCC[Mg]Br (3-(phenyl)propylmagnesium bromide). Procedure details: Prepared according to the procedure described in Example 114, Step 3, using N-[1-[5-(4-bromo-phenyl)-3-methyl-isoxazol-4-yl]-meth-(E)-ylidene]-methanesulfonamide and 3-(phenyl)propylmagnesium bromide. The product is BrC1=CC=C(C=C1)C1=C(C(=NO1)C)C(CCCC1=CC=CC=C1)NS(=O)(=O)C (N-{1-[5-(4-Bromo-phenyl)-3-methyl-isoxazol-4-yl]-4-phenyl-butyl}-methanesulfonamide). The reactants are CCCN(CC1CC1)c1ccc(B(O)O)c2ccccc12, C1CCOC1, CN1C(=O)CCC2(C)c3ccc(Br)cc3CCC12, ClC(Cl)Cl, [Na+], [Na+], O=C([O-])[O-], [Pd], c1ccc(P(c2ccccc2)c2ccccc2)cc1, c1ccc(P(c2ccccc2)c2ccccc2)cc1, c1ccc(P(c2ccccc2)c2ccccc2)cc1, c1ccc(P(c2ccccc2)c2ccccc2)cc1. The product is CCCN(CC1CC1)c1ccc(-c2ccc3c(c2)CCC2N(C)C(=O)CCC32C)c2ccccc12. Reaction SMILES: [CH2:19]([CH2:20][CH3:21])[N:22]([CH2:23][CH:24]1[CH2:25][CH2:26]1)[c:27]1[cH:28][cH:29][c:30]([B:37]([OH:38])[OH:39])[c:31]2[cH:32][cH:33][cH:34][cH:35][c:36]12.[CH2:46]1[O:47][CH2:48][CH2:49][CH2:50]1.[CH3:1][N:2]1[C:3](=[O:18])[CH2:4][CH2:5][C:6]2([CH3:17])[c:7]3[c:8]([cH:12][c:13]([Br:16])[cH:14][cH:15]3)[CH2:9][CH2:10][CH:11]12.[CH:51]([Cl:52])([Cl:53])[Cl:54].[Na+:40].[Na+:41].[O-:42][C:43](=[O:44])[O-:45].[Pd:55].[c:113]1([P:114]([c:115]2[cH:116][cH:117][cH:118][cH:119][cH:120]2)[c:121]2[cH:122][cH:123][cH:124][cH:125][cH:126]2)[cH:127][cH:128][cH:129][cH:130][cH:131]1.[c:56]1([P:57]([c:58]2[cH:59][cH:60][cH:61][cH:62][cH:63]2)[c:64]2[cH:65][cH:66][cH:67][cH:68][cH:69]2)[cH:70][cH:71][cH:72][cH:73][cH:74]1.[c:75]1([P:76]([c:77]2[cH:78][cH:79][cH:80][cH:81][cH:82]2)[c:83]2[cH:84][cH:85][cH:86][cH:87][cH:88]2)[cH:89][cH:90][cH:91][cH:92][cH:93]1.[c:94]1([P:95]([c:96]2[cH:97][cH:98][cH:99][cH:100][cH:101]2)[c:102]2[cH:103][cH:104][cH:105][cH:106][cH:107]2)[cH:108][cH:109][cH:110][cH:111][cH:112]1>>[CH3:1][N:2]1[C:3](=[O:18])[CH2:4][CH2:5][C:6]2([CH3:17])[c:7]3[c:8]([cH:12][c:13](-[c:30]4[cH:29][cH:28][c:27]([N:22]([CH2:19][CH2:20][CH3:21])[CH2:23][CH:24]5[CH2:25][CH2:26]5)[c:36]5[c:31]4[cH:32][cH:33][cH:34][cH:35]5)[cH:14][cH:15]3)[CH2:9][CH2:10][CH:11]12. The reactants are [Cl-].OC[P+](CO)(CO)CO (tetrakis-(hydroxymethyl)phosphonium chloride), [Cl-].OC[P+](CO)(CO)CO (THPC), C(C)(C)O (isopropanol). Solvent: C1(=CC=CC=C1)C (toluene). Product: OCP(CO)CO (Tris(hydroxymethyl)phosphine), [Cl-].OC[P+](CO)(CO)CO (THPC). As a reaction SMILES: [Cl-:1].[OH:2][CH2:3][P+:4]([CH2:9][OH:10])([CH2:7][OH:8])[CH2:5][OH:6].C(O)(C)C>C1(C)C=CC=CC=1>[OH:2][CH2:3][P:4]([CH2:7][OH:8])[CH2:5][OH:6].[Cl-:1].[OH:2][CH2:3][P+:4]([CH2:9][OH:10])([CH2:7][OH:8])[CH2:5][OH:6] |f:0.1,5.6|. Reported procedure: Tris(hydroxymethyl)phosphine (THP) was prepared from tetrakis-(hydroxymethyl)phosphonium chloride (THPC) as follows. Eighteen milliliters (corresponding to 19.3 grams anhydrous, or 101.5 mmol) 80% THPC was mixed with 100 milliliters isopropanol and 50 milliliters toluene. The mixture was evaporated to dryness on a Rotavap (bath temperature 80-90° C.), and the azeotropic distillation was repeated for 2 more times to provide a semi-solid mass of anhydrous THPC. The dried residue was dissolved in 6...